This data is from the Open Reaction Database (ORD), a public repository of structured organic reaction records. The task is: describe an organic reaction: reactants, conditions, products, and yield Starting materials: Br (hydrobromic acid), COC1=NC(=NC=C1C1=NC(=C(C=C1)OC1=CC(=NC=C1)C=1C=NN(C1)C)C)N1C[C@H](CC1)N(C)C ((S)-1-(4-methoxy-5-(6-methyl-5-((2-(1-methyl-1H-pyrazol-4-yl)pyridin-4-yl)oxy)pyridin-2-yl)pyrimidin-2-yl)-N,N-dimethylpyrrolidin-3-amine), CC#N (MeCN). RXN SMILES: C[O:2][C:3]1[C:8]([C:9]2[CH:14]=[CH:13][C:12]([O:15][C:16]3[CH:21]=[CH:20][N:19]=[C:18]([C:22]4[CH:23]=[N:24][N:25]([CH3:27])[CH:26]=4)[CH:17]=3)=[C:11]([CH3:28])[N:10]=2)=[CH:7][N:6]=[C:5]([N:29]2[CH2:33][CH2:32][C@H:31]([N:34]([CH3:36])[CH3:35])[CH2:30]2)[N:4]=1.Br.CC#N>CC(O)=O>[CH3:35][N:34]([CH3:36])[C@H:31]1[CH2:32][CH2:33][N:29]([C:5]2[NH:4][C:3](=[O:2])[C:8]([C:9]3[CH:14]=[CH:13][C:12]([O:15][C:16]4[CH:21]=[CH:20][N:19]=[C:18]([C:22]5[CH:23]=[N:24][N:25]([CH3:27])[CH:26]=5)[CH:17]=4)=[C:11]([CH3:28])[N:10]=3)=[CH:7][N:6]=2)[CH2:30]1. Conditions: temperature 90 celsius. Procedure details: (S)-1-(4-methoxy-5-(6-methyl-5-((2-(1-methyl-1H-pyrazol-4-yl)pyridin-4-yl)oxy)pyridin-2-yl)pyrimidin-2-yl)-N,N-dimethylpyrrolidin-3-amine (0.10 g, 0.21 mmol) was dissolved in AcOH (3 mL) and then 48% hydrobromic acid (0.1 mL) was added. The mixture was heated at 90° C. for 3.5 hours. The mixture was concentrated and the residue was treated with NaHCO3 solution. The solution was extracted with EtOAc (3×) and the organic was washed with NaHCO3, dried over Na2SO4, filtered and concentrated to obtai... The product is CN([C@@H]1CN(CC1)C1=NC=C(C(N1)=O)C1=NC(=C(C=C1)OC1=CC(=NC=C1)C=1C=NN(C1)C)C)C ((S)-2-(3-(dimethylamino)pyrrolidin-1-yl)-5-(6-methyl-5-((2-(1-methyl-1H-pyrazol-4-yl)pyridin-4-yl)oxy)pyridin-2-yl)pyrimidin-4(3H)-one). The yield is 62.5%. The solvent is CC(=O)O (AcOH).